Dataset: the Open Reaction Database (ORD), a public repository of structured organic reaction records. Task: describe an organic reaction: reactants, conditions, products, and yield Reactants: example 6 ( 20 ), FC=1C=C2C(N(C(C2=CC1)=O)CC(C(=O)OCC)C1(OCCO1)C)=O (ethyl 3-(5-fluoro-1,3-dioxo-1,3-dihydro-isoindol-2-yl)-2-(2-methyl-[1,3]dioxolan-2-yl)propionate), O.C1(=CC=C(C=C1)S(=O)(=O)O)C (p-toluenesulfonic acid monohydrate). Yields the product FC=1C=C2C(N(C(C2=CC1)=O)CC(C(=O)OCC)C(C)=O)=O (Ethyl 2-(5-fluoro-1,3-dioxo-1,3-dihydro-isoindol-2-ylmethyl)-3-oxo-butyrate). Reaction SMILES: [F:1][C:2]1[CH:3]=[C:4]2[C:8](=[CH:9][CH:10]=1)[C:7](=[O:11])[N:6]([CH2:12][CH:13]([C:19]1([CH3:24])OCC[O:20]1)[C:14]([O:16][CH2:17][CH3:18])=[O:15])[C:5]2=[O:25].O.C1(C)C=CC(S(O)(=O)=O)=CC=1>>[F:1][C:2]1[CH:3]=[C:4]2[C:8](=[CH:9][CH:10]=1)[C:7](=[O:11])[N:6]([CH2:12][CH:13]([C:19](=[O:20])[CH3:24])[C:14]([O:16][CH2:17][CH3:18])=[O:15])[C:5]2=[O:25] |f:1.2|. Procedure: Ethyl 2-(5-fluoro-1,3-dioxo-1,3-dihydro-isoindol-2-ylmethyl)-3-oxo-butyrate was prepared (220 mg, 34%) in the same manner as described in the above example 6 (20) from ethyl 3-(5-fluoro-1,3-dioxo-1,3-dihydro-isoindol-2-yl)-2-(2-methyl-[1,3]dioxolan-2-yl)propionate (0.75 g, 2.13 mmol) and p-toluenesulfonic acid monohydrate (100 mg), and the obtained product was identified with the following NMR data. The reactants are N(=[N+]=[N-])C1C(CN(CC1)C(=O)OC(C)(C)C)O (tert-Butyl 4-azido-3-hydroxypiperidine-1-carboxylate). The solvent is CO (methanol). Run at time 48 hour. Product: NC1C(CN(CC1)C(=O)OC(C)(C)C)O (tert-Butyl 4-amino-3-hydroxypiperidine-1-carboxylate). The yield is 99.4%. RXN SMILES: [N:1]([CH:4]1[CH2:9][CH2:8][N:7]([C:10]([O:12][C:13]([CH3:16])([CH3:15])[CH3:14])=[O:11])[CH2:6][CH:5]1[OH:17])=[N+]=[N-]>CO>[NH2:1][CH:4]1[CH2:9][CH2:8][N:7]([C:10]([O:12][C:13]([CH3:15])([CH3:14])[CH3:16])=[O:11])[CH2:6][CH:5]1[OH:17]. Procedure: tert-Butyl 4-azido-3-hydroxypiperidine-1-carboxylate (62 g) obtained in Step 3 was dissolved in 300 ml of methanol. The mixture was hydrogenated with 10%-palladuim at room temperature under 35 psi for about 48 hours and filtered. The resulting filtrate was concentrated to give the titled compound (55 g) as a colorless and oily form. The reactants are COC(=O)Cc1ccc(CC(C)C)cc1, [Na], O, OCc1cccnc1. Product: CC(C)Cc1ccc(CC(=O)OCc2cccnc2)cc1. Reaction SMILES: [CH3:10][O:11][C:12]([CH2:13][c:14]1[cH:15][cH:16][c:17]([CH2:20][CH:21]([CH3:22])[CH3:23])[cH:18][cH:19]1)=[O:24].[Na:1].[OH2:25].[OH:2][CH2:3][c:4]1[cH:5][n:6][cH:7][cH:8][cH:9]1>>[O:2]([CH2:3][c:4]1[cH:5][n:6][cH:7][cH:8][cH:9]1)[C:12](=[O:11])[CH2:13][c:14]1[cH:15][cH:16][c:17]([CH2:20][CH:21]([CH3:22])[CH3:23])[cH:18][cH:19]1. Reactants: N1(CCCC2=CC=CC=C12)S(=O)(=O)C1=CC=C(C(=O)O)C=C1 (4-(3,4-dihydroquinolin-1(2H)-ylsulfonyl)benzoic acid), COC1=CC=C(N)C=C1 (4-methoxyaniline). The product is N1(CCCC2=CC=CC=C12)S(=O)(=O)C1=CC=C(C(=O)NC2=CC=C(C=C2)OC)C=C1 (4-(3,4-dihydroquinolin-1(2H)-ylsulfonyl)-N-(4-methoxyphenyl)benzamide). RXN SMILES: [N:1]1([S:11]([C:14]2[CH:22]=[CH:21][C:17]([C:18](O)=[O:19])=[CH:16][CH:15]=2)(=[O:13])=[O:12])[C:10]2[C:5](=[CH:6][CH:7]=[CH:8][CH:9]=2)[CH2:4][CH2:3][CH2:2]1.[CH3:23][O:24][C:25]1[CH:31]=[CH:30][C:28]([NH2:29])=[CH:27][CH:26]=1>>[N:1]1([S:11]([C:14]2[CH:22]=[CH:21][C:17]([C:18]([NH:29][C:28]3[CH:30]=[CH:31][C:25]([O:24][CH3:23])=[CH:26][CH:27]=3)=[O:19])=[CH:16][CH:15]=2)(=[O:13])=[O:12])[C:10]2[C:5](=[CH:6][CH:7]=[CH:8][CH:9]=2)[CH2:4][CH2:3][CH2:2]1. Reported procedure: 4-(3,4-dihydroquinolin-1(2H)-ylsulfonyl)benzoic acid (1) (100 mg, 0.32 mmol) was treated with 4-methoxyaniline (30 mg, 0.24 mmol) using method B. The residue was purified using flash chromatography eluting with 0-40% EtOAc in hexanes. The resulting solid was triturated with dichloromethane/hexanes to give 4-(3,4-dihydroquinolin-1(2H)-ylsulfonyl)-N-(4-methoxyphenyl)benzamide as a white solid. Yield: 47 mg (46%). 1H-NMR: 10.33 (s, 1H), 8.04 (d, J=8.5 Hz, 2H), 7.73 (d, J=8.5 Hz, 2H), 7.66-7.61 (m, ... Reactants: ClC=1N=C(C2=C(N1)CN(C2)C(=O)OC(C)(C)C)N2[C@H](COCC2)C ((S)-tert-butyl 2-chloro-4-(3-methylmorpholino)-5H-pyrrolo[3,4-d]pyrimidine-6(7H)-carboxylate), ClC=1N=C(C2=C(N1)CN(C2)C(=O)OC(C)(C)C)N2[C@H](COCC2)C ((S)-tert-butyl 2-chloro-4-(3-methylmorpholino)-5H-pyrrolo[3,4-d]pyrimidine-6(7H)-carboxylate), FC1=C(N)C=CC(=C1)B1OC(C(O1)(C)C)(C)C (2-fluoro-4-(4,4,5,5-tetramethyl-1,3,2-dioxaborolan-2-yl)aniline). The product is NC1=C(C=C(C=C1)C=1N=C(C2=C(N1)CN(C2)C(=O)OC(C)(C)C)N2[C@H](COCC2)C)F ((S)-tert-butyl 2-(4-amino-3-fluorophenyl)-4-(3-methylmorpholino)-5H-pyrrolo[3,4-d]pyrimidine-6(7H)-carboxylate). The yield is 22.0%. As a reaction SMILES: Cl[C:2]1[N:3]=[C:4]([N:18]2[CH2:23][CH2:22][O:21][CH2:20][C@@H:19]2[CH3:24])[C:5]2[CH2:10][N:9]([C:11]([O:13][C:14]([CH3:17])([CH3:16])[CH3:15])=[O:12])[CH2:8][C:6]=2[N:7]=1.[F:25][C:26]1[CH:32]=[C:31](B2OC(C)(C)C(C)(C)O2)[CH:30]=[CH:29][C:27]=1[NH2:28]>>[NH2:28][C:27]1[CH:29]=[CH:30][C:31]([C:2]2[N:3]=[C:4]([N:18]3[CH2:23][CH2:22][O:21][CH2:20][C@@H:19]3[CH3:24])[C:5]3[CH2:10][N:9]([C:11]([O:13][C:14]([CH3:17])([CH3:16])[CH3:15])=[O:12])[CH2:8][C:6]=3[N:7]=2)=[CH:32][C:26]=1[F:25]. Procedure details: Method as intermediate 5 using (S)-tert-butyl 2-chloro-4-(3-methylmorpholino)-5H-pyrrolo[3,4-d]pyrimidine-6(7H)-carboxylate (intermediate 1) and 2-fluoro-4-(4,4,5,5-tetramethyl-1,3,2-dioxaborolan-2-yl)aniline as starting materials. The crude reaction mixture was then partitioned between water and EtOAc, the phases separated and the organic layer washed with brine, dried over magnesium sulfate, filtered and the solvent removed in vacuo. The residue was purified by flash chromatography (0-80% EtOA...